From a dataset of the Open Reaction Database (ORD), a public repository of structured organic reaction records. describe an organic reaction: reactants, conditions, products, and yield The reactants are CC(C)(C)[PH+](C(C)(C)C)C(C)(C)C, Clc1ccccn1, [F-], [K+], CC(=O)[O-], CC(=O)[O-], C1CCOC1, [Pd+2], Cc1ccc([B-](c2ccc(C)cc2)(c2ccc(C)cc2)c2ccc(C)cc2)cc1, Cc1ccccc1B(O)O. Product: Cc1ccccc1-c1ccccn1. As a reaction SMILES: [C:49]([PH+:50]([C:51]([CH3:52])([CH3:53])[CH3:54])[C:55]([CH3:56])([CH3:57])[CH3:58])([CH3:59])([CH3:60])[CH3:61].[Cl:1][c:2]1[cH:3][cH:4][cH:5][cH:6][n:7]1.[F-:18].[K+:19].[O-:63][C:64]([CH3:65])=[O:66].[O-:67][C:68]([CH3:69])=[O:70].[O:71]1[CH2:72][CH2:73][CH2:74][CH2:75]1.[Pd+2:62].[c:20]1([CH3:21])[cH:22][cH:23][c:24]([B-:25]([c:26]2[cH:27][cH:28][c:29]([CH3:30])[cH:31][cH:32]2)([c:33]2[cH:34][cH:35][c:36]([CH3:37])[cH:38][cH:39]2)[c:40]2[cH:41][cH:42][c:43]([CH3:44])[cH:45][cH:46]2)[cH:47][cH:48]1.[c:8]1([CH3:17])[c:9]([B:14]([OH:15])[OH:16])[cH:10][cH:11][cH:12][cH:13]1>>[c:2]1(-[c:9]2[c:8]([CH3:17])[cH:13][cH:12][cH:11][cH:10]2)[cH:3][cH:4][cH:5][cH:6][n:7]1.